Dataset: the Open Reaction Database (ORD), a public repository of structured organic reaction records. Task: describe an organic reaction: reactants, conditions, products, and yield Starting materials: Cl.N12C[C@H](C(CC1)CC2)NC(=O)C=2OC1=C(C2)C=CC=C1C=1C=C(C(=O)O)C=CC1 (3-(2-{[(3S)-1-Azabicyclo[2.2.2]oct-3-ylamino]carbonyl}-1-benzofuran-7-yl)-benzoic acid hydrochloride), COCCNC (N-(2-methoxyethyl)-N-methylamine). Yields the product Cl.N12C[C@H](C(CC1)CC2)NC(=O)C=2OC1=C(C2)C=CC=C1C1=CC(=CC=C1)C(=O)N(C)CCOC (N-[(3S)-1-Azabicyclo[2.2.2]oct-3-yl]-7-(3-{[(2-methoxyethyl)(methyl)amino]-carbonyl}phenyl)-1-benzofuran-2-carboxamide hydrochloride). RXN SMILES: [ClH:1].[N:2]12[CH2:9][CH2:8][CH:5]([CH2:6][CH2:7]1)[C@H:4]([NH:10][C:11]([C:13]1[O:14][C:15]3[C:21]([C:22]4[CH:23]=[C:24]([CH:28]=[CH:29][CH:30]=4)[C:25](O)=[O:26])=[CH:20][CH:19]=[CH:18][C:16]=3[CH:17]=1)=[O:12])[CH2:3]2.[CH3:31][O:32][CH2:33][CH2:34][NH:35][CH3:36]>>[ClH:1].[N:2]12[CH2:9][CH2:8][CH:5]([CH2:6][CH2:7]1)[C@H:4]([NH:10][C:11]([C:13]1[O:14][C:15]3[C:21]([C:22]4[CH:30]=[CH:29][CH:28]=[C:24]([C:25]([N:35]([CH2:34][CH2:33][O:32][CH3:31])[CH3:36])=[O:26])[CH:23]=4)=[CH:20][CH:19]=[CH:18][C:16]=3[CH:17]=1)=[O:12])[CH2:3]2 |f:0.1,3.4|. Procedure: 50 mg (0.12 mmol) of 3-(2-{[(3S)-1-azabicyclo[2.2.2]oct-3-ylamino]carbonyl}-1-benzofuran-7-yl)benzoic acid hydrochloride (Example 153) and 20.9 mg (0.23 mmol) of N-(2-methoxyethyl)-N-methylamine are reacted together by general method E. 22.1 mg (35.1% of theory) of the title compound are obtained.